Dataset: the Open Reaction Database (ORD), a public repository of structured organic reaction records. Task: describe an organic reaction: reactants, conditions, products, and yield Starting materials: BrC1=CN=C2N1N=CC(=N2)C(F)(F)F (7-bromo-3-trifluoromethylimidazo[1,2-b][1,2,4]triazine), FC1=CC=C(C=C1C1=C(C=CC=C1)S(=O)(=O)C)B1OC(C(O1)(C)C)(C)C (2-(6-fluoro-2′-(methanesulfonyl)biphenyl-3-yl)-4,4,5,5-tetramethyl-[1,3,2]dioxaborolane), FC1=C(C=C(C=C1)B1OC(C(O1)(C)C)(C)C)C=1C=NC=CC1 (3-[2-fluoro-5-(4,4,5,5-tetramethyl-[1,3,2]dioxaborolan-2-yl)phenyl]pyridine). Reaction SMILES: Br[C:2]1[N:6]2[N:7]=[CH:8][C:9]([C:11]([F:14])([F:13])[F:12])=[N:10][C:5]2=[N:4][CH:3]=1.[F:15][C:16]1[C:21]([C:22]2[CH:27]=[CH:26][CH:25]=[CH:24][C:23]=2[S:28]([CH3:31])(=[O:30])=[O:29])=[CH:20][C:19](B2OC(C)(C)C(C)(C)O2)=[CH:18][CH:17]=1.FC1C=CC(B2OC(C)(C)C(C)(C)O2)=CC=1C1C=NC=CC=1>>[F:15][C:16]1[C:21]([C:22]2[CH:27]=[CH:26][CH:25]=[CH:24][C:23]=2[S:28]([CH3:31])(=[O:30])=[O:29])=[CH:20][C:19]([C:2]2[N:6]3[N:7]=[CH:8][C:9]([C:11]([F:14])([F:13])[F:12])=[N:10][C:5]3=[N:4][CH:3]=2)=[CH:18][CH:17]=1. Reported procedure: This was prepared in 89% yield by a similar procedure to that described in Example 3, step f, except using 7-bromo-3-trifluoromethylimidazo[1,2-b][1,2,4]triazine and 2-(6-fluoro-2′-(methanesulfonyl)biphenyl-3-yl)-4,4,5,5-tetramethyl-[1,3,2]dioxaborolane instead of 7-bromo-3-(1-fluoro-1-methylethyl)imidazo[1,2-b][1,2,4]triazine and 3-[2-fluoro-5-(4,4,5,5-tetramethyl-[1,3,2]dioxaborolan-2-yl)phenyl]pyridine: 1H NMR (360 MHz, CDCl3) δ 2.93 (3H, s), 7.37 (1H, td, J 1.6, 7.5 Hz), 7.47 (1H, dd, J 1.2,... The yield is 89.0%. Product: FC1=CC=C(C=C1C1=C(C=CC=C1)S(=O)(=O)C)C1=CN=C2N1N=CC(=N2)C(F)(F)F (7-[6-Fluoro-2′-(methanesulfonyl)biphenyl-3-yl]-3-trifluoromethylimidazo[1,2-b][1,2,4]triazine). The reactants are Cc1c(C)c2c(c(C)c1Br)C(=O)C(C)(C)O2, CC(=O)[O-], CC(=O)[O-], CC(C)(C)[O-], Cc1ccccc1, CC(C)(C)OC(=O)N1CCCNCC1, [Na+], O, [Pd+2], c1ccc(P(c2ccccc2)c2ccc3ccccc3c2-c2c(P(c3ccccc3)c3ccccc3)ccc3ccccc23)cc1. The product is Cc1c(C)c(N2CCCN(C(=O)OC(C)(C)C)CC2)c(C)c2c1OC(C)(C)C2=O. RXN SMILES: [Br:67][c:68]1[c:69]([CH3:82])[c:70]([CH3:81])[c:71]2[c:72]([c:79]1[CH3:80])[C:73](=[O:78])[C:74]([CH3:76])([CH3:77])[O:75]2.[C:84]([O-:85])(=[O:86])[CH3:87].[C:89]([O-:90])(=[O:91])[CH3:92].[CH3:61][C:62]([CH3:63])([O-:64])[CH3:65].[CH3:93][c:94]1[cH:95][cH:96][cH:97][cH:98][cH:99]1.[N:1]1([C:8](=[O:9])[O:10][C:11]([CH3:12])([CH3:13])[CH3:14])[CH2:2][CH2:3][NH:4][CH2:5][CH2:6][CH2:7]1.[Na+:66].[OH2:83].[Pd+2:88].[cH:15]1[cH:16][cH:17][c:18]([P:19]([c:20]2[cH:21][cH:22][c:23]3[c:24]([cH:25][cH:26][cH:27][cH:28]3)[c:29]2-[c:30]2[c:31]3[c:32]([cH:33][cH:34][cH:35][cH:36]3)[cH:37][cH:38][c:39]2[P:40]([c:41]2[cH:42][cH:43][cH:44][cH:45][cH:46]2)[c:47]2[cH:48][cH:49][cH:50][cH:51][cH:52]2)[c:53]2[cH:54][cH:55][cH:56][cH:57][cH:58]2)[cH:59][cH:60]1>>[N:1]1([C:8](=[O:9])[O:10][C:11]([CH3:12])([CH3:13])[CH3:14])[CH2:2][CH2:3][N:4]([c:68]2[c:69]([CH3:82])[c:70]([CH3:81])[c:71]3[c:72]([c:79]2[CH3:80])[C:73](=[O:78])[C:74]([CH3:76])([CH3:77])[O:75]3)[CH2:5][CH2:6][CH2:7]1. Starting materials: N1(N=CN=C1)C1=CC=C(C=C1)C(C)=O (1-(4-(1H-1,2,4-triazol-1-yl)phenyl)ethanone), TEA, FC(S(=O)(=O)O[Si](C)(C)C)(F)F (trimethylsilyl trifluoromethanesulfonate). Solvent: C(Cl)Cl (CH2Cl2). Conditions: time 1 hour. Yields the product C[Si](OC(=C)C1=CC=C(C=C1)N1N=CN=C1)(C)C (1-(4-(1-(Trimethylsilyloxy)vinyl)phenyl)-1H-1,2,4-triazole). The yield is 88.4%. As a reaction SMILES: [N:1]1([C:6]2[CH:11]=[CH:10][C:9]([C:12](=[O:14])[CH3:13])=[CH:8][CH:7]=2)[CH:5]=[N:4][CH:3]=[N:2]1.FC(F)(F)S(O[Si:21]([CH3:24])([CH3:23])[CH3:22])(=O)=O>C(Cl)Cl>[CH3:22][Si:21]([CH3:24])([CH3:23])[O:14][C:12]([C:9]1[CH:8]=[CH:7][C:6]([N:1]2[CH:5]=[N:4][CH:3]=[N:2]2)=[CH:11][CH:10]=1)=[CH2:13]. Procedure: To a stirred solution of 1-(4-(1H-1,2,4-triazol-1-yl)phenyl)ethanone (4.5 g, 24.0 mmol) in CH2Cl2 at 0° C., were added TEA (3.7 g, 36.1 mmol) and trimethylsilyl trifluoromethanesulfonate (8 g, 36 mmol) and the resultant reaction mixture was stirred for 1 h. The reaction mixture was quenched with a mixture of sat aq sodium bicarbonate solution and ether. The ether layer and was separated, washed with brine, dried over Na2SO4 and concentrated under reduced pressure to afford the title compound (5.... Reactants: BrCc1ccccc1, [H-], [Na+], CN(C)C=O, OCCC1CCC2(CC1)OCCO2, O. Product: c1ccc(COCCC2CCC3(CC2)OCCO3)cc1. Reaction SMILES: [Br:16][CH2:17][c:18]1[cH:19][cH:20][cH:21][cH:22][cH:23]1.[H-:2].[Na+:1].[O:25]=[CH:26][N:27]([CH3:28])[CH3:29].[O:3]1[CH2:4][CH2:5][O:6][C:7]12[CH2:8][CH2:9][CH:10]([CH2:13][CH2:14][OH:15])[CH2:11][CH2:12]2.[OH2:24]>>[O:3]1[CH2:4][CH2:5][O:6][C:7]12[CH2:8][CH2:9][CH:10]([CH2:13][CH2:14][O:15][CH2:17][c:18]1[cH:19][cH:20][cH:21][cH:22][cH:23]1)[CH2:11][CH2:12]2. The reactants are [H-].[Na+] (Sodium hydride), O=C1NC(C2=C(N1C1=CC(=CC=C1)C(F)(F)F)CCC2=O)C2=CC=C(C#N)C=C2 (4-(2,5-dioxo-1-(3-(trifluoro-methyl)phenyl)-2,3,4,5,6,7-hexahydro-1H-cyclopenta[d]-pyrimidin-4-yl)benzonitrile), ICC#N (2-iodoacetonitrile). The solvent is C(C)#N (acetonitrile). Reaction conditions: time 20 minute. Product: C(#N)CN1C(N(C2=C(C1C1=CC=C(C#N)C=C1)C(CC2)=O)C2=CC(=CC=C2)C(F)(F)F)=O (4-(3-(Cyanomethyl)-2,5-dioxo-1-(3-(trifluoromethyl)phenyl)-2,3,4,5,6,7-hexahydro-1H-cyclopenta[d]pyrimidin-4-yl)benzonitrile). As a reaction SMILES: [H-].[Na+].[O:3]=[C:4]1[N:9]([C:10]2[CH:15]=[CH:14][CH:13]=[C:12]([C:16]([F:19])([F:18])[F:17])[CH:11]=2)[C:8]2[CH2:20][CH2:21][C:22](=[O:23])[C:7]=2[CH:6]([C:24]2[CH:31]=[CH:30][C:27]([C:28]#[N:29])=[CH:26][CH:25]=2)[NH:5]1.I[CH2:33][C:34]#[N:35]>C(#N)C>[C:34]([CH2:33][N:5]1[CH:6]([C:24]2[CH:25]=[CH:26][C:27]([C:28]#[N:29])=[CH:30][CH:31]=2)[C:7]2[C:22](=[O:23])[CH2:21][CH2:20][C:8]=2[N:9]([C:10]2[CH:15]=[CH:14][CH:13]=[C:12]([C:16]([F:17])([F:18])[F:19])[CH:11]=2)[C:4]1=[O:3])#[N:35] |f:0.1|. Procedure: Sodium hydride (60% in mineral oil, 11 mg, 0.29 mmol) is added to a solution of 4-(2,5-dioxo-1-(3-(trifluoro-methyl)phenyl)-2,3,4,5,6,7-hexahydro-1H-cyclopenta[d]-pyrimidin-4-yl)benzonitrile (example 1, 40 mg, 96 μmol) in acetonitrile (3.0 mL). After 20 min, 2-iodoacetonitrile (7 μL, 0.1 mmol) is added. The mixture is stirred at room temperature over night and purified by reversed phase HPLC (Waters Xbridge™-C18, gradient of acetonitrile in water, 0.1% TFA). Yield: 11 mg; ESI mass spectrum [M+H]... Reactants: CS(=O)(=O)C1=C(C=C(C=C1)NC1CCN(CC1)C(CCCN1CCN(CC1)C1=CC=C(C=C1)C(F)(F)F)=O)C(F)(F)F (1-[4-(4-methanesulfonyl-3-trifluoromethyl-phenylamino)-piperidin-1-yl]-4-[4-(4-trifluoromethyl-phenyl)-piperazin-1-yl]-butan-1-one), COC=1C=CC(=CC1)P2(=S)SP(=S)(S2)C=3C=CC(=CC3)OC (Lawesson's reagent). The product is CS(=O)(=O)C1=C(C=C(C=C1)NC1CCN(CC1)C(CCCN1CCN(CC1)C1=CC=C(C=C1)C(F)(F)F)=S)C(F)(F)F (1-[4-(4-methanesulfonyl-3-trifluoromethyl-phenylamino)-piperidin-1-yl]-4-[4-(4-trifluoromethyl-phenyl)-piperazin-1-yl]-butane-1-thione). Reaction SMILES: [CH3:1][S:2]([C:5]1[CH:10]=[CH:9][C:8]([NH:11][CH:12]2[CH2:17][CH2:16][N:15]([C:18](=O)[CH2:19][CH2:20][CH2:21][N:22]3[CH2:27][CH2:26][N:25]([C:28]4[CH:33]=[CH:32][C:31]([C:34]([F:37])([F:36])[F:35])=[CH:30][CH:29]=4)[CH2:24][CH2:23]3)[CH2:14][CH2:13]2)=[CH:7][C:6]=1[C:39]([F:42])([F:41])[F:40])(=[O:4])=[O:3].COC1C=CC(P2(SP(C3C=CC(OC)=CC=3)(=S)S2)=[S:52])=CC=1>>[CH3:1][S:2]([C:5]1[CH:10]=[CH:9][C:8]([NH:11][CH:12]2[CH2:17][CH2:16][N:15]([C:18](=[S:52])[CH2:19][CH2:20][CH2:21][N:22]3[CH2:27][CH2:26][N:25]([C:28]4[CH:33]=[CH:32][C:31]([C:34]([F:37])([F:36])[F:35])=[CH:30][CH:29]=4)[CH2:24][CH2:23]3)[CH2:14][CH2:13]2)=[CH:7][C:6]=1[C:39]([F:42])([F:41])[F:40])(=[O:4])=[O:3]. Procedure details: 1-[4-(4-Methanesulfonyl-3-trifluoromethyl-phenylamino)-piperidin-1-yl]-4-[4-(4-trifluoromethyl-phenyl)-piperazin-1-yl]-butan-1-one (7 mg; 0.011 mmol, prepared in accordance with Example 30) is reacted with Lawesson's reagent (2 mg; 0.006 mmol) according to the general conditions described in Example 109. The desired product is obtained following purification by preparative HPLC (2 mg; 0.004 mmol). The structure was confirmed using Protocol I-B. Calculated mass=637; observed mass=637; HPLC retent...